This data is from the Open Reaction Database (ORD), a public repository of structured organic reaction records. The task is: describe an organic reaction: reactants, conditions, products, and yield Reactants: CCOC(=O)c1[nH]c(C=O)c2c1CCCC2, O=C1Cc2c(cccc2-c2ccncc2)N1. Yields the product CCOC(=O)c1[nH]c(C=C2C(=O)Nc3cccc(-c4ccncc4)c32)c2c1CCCC2. As a reaction SMILES: [CH2:17]([CH3:18])[O:19][C:20](=[O:21])[c:22]1[nH:23][c:24]([CH:31]=[O:32])[c:25]2[c:30]1[CH2:29][CH2:28][CH2:27][CH2:26]2.[n:1]1[cH:2][cH:3][c:4](-[c:7]2[c:8]3[c:12]([cH:13][cH:14][cH:15]2)[NH:11][C:10](=[O:16])[CH2:9]3)[cH:5][cH:6]1>>[n:1]1[cH:2][cH:3][c:4](-[c:7]2[c:8]3[c:12]([cH:13][cH:14][cH:15]2)[NH:11][C:10](=[O:16])[C:9]3=[CH:31][c:24]2[nH:23][c:22]([C:20]([O:19][CH2:17][CH3:18])=[O:21])[c:30]3[c:25]2[CH2:26][CH2:27][CH2:28][CH2:29]3)[cH:5][cH:6]1. Reactants: O=C([O-])[O-], CC(C)(C)NC(=O)CCl, C1CCOC1, CC(C)n1ncnc1-c1cn2c(n1)-c1ccc(C3CCNCC3)cc1OCC2, ClCCl, O=C(O)C(F)(F)F, [K+], [K+]. Product: CC(C)n1ncnc1-c1cn2c(n1)-c1ccc(C3CCN(CC(=O)NC(C)(C)C)CC3)cc1OCC2. RXN SMILES: [C:36](=[O:37])([O-:38])[O-:39].[C:42]([CH3:43])([CH3:44])([CH3:45])[NH:46][C:47]([CH2:48][Cl:49])=[O:50].[CH2:51]1[O:52][CH2:53][CH2:54][CH2:55]1.[CH:8]([CH3:9])([CH3:10])[n:11]1[n:12][cH:13][n:14][c:15]1-[c:16]1[cH:17][n:18]2[c:24]([n:25]1)-[c:23]1[c:22]([cH:29][c:28]([CH:30]3[CH2:31][CH2:32][NH:33][CH2:34][CH2:35]3)[cH:27][cH:26]1)[O:21][CH2:20][CH2:19]2.[Cl:56][CH2:57][Cl:58].[F:1][C:2]([F:3])([F:4])[C:5]([OH:6])=[O:7].[K+:40].[K+:41]>>[CH:8]([CH3:9])([CH3:10])[n:11]1[n:12][cH:13][n:14][c:15]1-[c:16]1[cH:17][n:18]2[c:24]([n:25]1)-[c:23]1[c:22]([cH:29][c:28]([CH:30]3[CH2:31][CH2:32][N:33]([CH2:48][C:47]([NH:46][C:42]([CH3:43])([CH3:44])[CH3:45])=[O:50])[CH2:34][CH2:35]3)[cH:27][cH:26]1)[O:21][CH2:20][CH2:19]2. The reactants are CC(C)(C)OC(=O)N(Cc1cc2c(cn1)OCCO2)C1CCN(CCn2c(=O)ccc3ccc(C#N)nc32)CC1, CCOCC, ClCCl, Cl, [Na+], O=C([O-])O. Yields the product N#Cc1ccc2ccc(=O)n(CCN3CCC(NCc4cc5c(cn4)OCCO5)CC3)c2n1, Cl. Reaction SMILES: [C:1](#[N:2])[c:3]1[cH:4][cH:5][c:6]2[cH:7][cH:8][c:9](=[O:40])[n:10]([CH2:13][CH2:14][N:15]3[CH2:16][CH2:17][CH:18]([N:21]([C:22](=[O:23])[O:24][C:25]([CH3:26])([CH3:27])[CH3:28])[CH2:29][c:30]4[cH:31][c:32]5[c:33]([cH:34][n:35]4)[O:36][CH2:37][CH2:38][O:39]5)[CH2:19][CH2:20]3)[c:11]2[n:12]1.[CH3:50][CH2:51][O:52][CH2:53][CH3:54].[Cl:47][CH2:48][Cl:49].[ClH:41].[Na+:46].[O-:42][C:43]([OH:44])=[O:45]>>[C:1](#[N:2])[c:3]1[cH:4][cH:5][c:6]2[cH:7][cH:8][c:9](=[O:40])[n:10]([CH2:13][CH2:14][N:15]3[CH2:16][CH2:17][CH:18]([NH:21][CH2:29][c:30]4[cH:31][c:32]5[c:33]([cH:34][n:35]4)[O:36][CH2:37][CH2:38][O:39]5)[CH2:19][CH2:20]3)[c:11]2[n:12]1.[ClH:41]. The reactants are CC(C)(C)OC(=O)N1CCCC1COc1ccc(I)cc1, O=C([O-])[O-], CN(C)CC(=O)O, Cl, [Cs+], [Cs+], [Cu]I, C1COCCO1, Oc1ccc(-c2ccsc2)cc1. Yields the product CC(C)(C)OC(=O)N1CCCC1COc1ccc(Oc2ccc(-c3ccsc3)cc2)cc1. As a reaction SMILES: [C:13]([CH3:14])([CH3:15])([CH3:16])[O:17][C:18](=[O:19])[N:20]1[CH:21]([CH2:25][O:26][c:27]2[cH:28][cH:29][c:30]([I:33])[cH:31][cH:32]2)[CH2:22][CH2:23][CH2:24]1.[C:34](=[O:35])([O-:36])[O-:37].[CH3:40][N:41]([CH2:42][C:43](=[O:44])[OH:45])[CH3:46].[ClH:47].[Cs+:38].[Cs+:39].[Cu:54][I:55].[O:48]1[CH2:49][CH2:50][O:51][CH2:52][CH2:53]1.[s:1]1[cH:2][c:3](-[c:6]2[cH:7][cH:8][c:9]([OH:12])[cH:10][cH:11]2)[cH:4][cH:5]1>>[s:1]1[cH:2][c:3](-[c:6]2[cH:7][cH:8][c:9]([O:12][c:30]3[cH:29][cH:28][c:27]([O:26][CH2:25][CH:21]4[N:20]([C:18]([O:17][C:13]([CH3:14])([CH3:15])[CH3:16])=[O:19])[CH2:24][CH2:23][CH2:22]4)[cH:32][cH:31]3)[cH:10][cH:11]2)[cH:4][cH:5]1. The reactants are NC1=CC=C(OP2(=NP(=NP(=N2)(OC2=CC=CC=C2)OC2=CC=CC=C2)(OC2=CC=C(C=C2)N)OC2=CC=C(C=C2)N)OC2=CC=C(C=C2)N)C=C1 (tetrakis(4-aminophenoxy)bisphenoxycyclotriphosphazene), NC1=CC=C(OP2(=NP(=NP(=N2)(OC2=CC=CC=C2)OC2=CC=C(C=C2)N)(OC2=CC=C(C=C2)N)OC2=CC=C(C=C2)N)OC2=CC=C(C=C2)N)C=C1 (pentakis(4-aminophenoxy)phenoxycyclotriphosphazene). Product: NC1=CC=C(OP2(=NP(=NP(=N2)(OC2=CC=CC=C2)OC2=CC=C(C=C2)N)(OC2=CC=CC=C2)OC2=CC=C(C=C2)N)OC2=CC=CC=C2)C=C1 (Tris(4-aminophenoxy)-tris(phenoxy)cyclotriphosphazene). Reaction SMILES: NC1C=CC(OP2(OC3C=CC(N)=CC=3)N=P(OC3C=CC=CC=3)(OC3C=CC=CC=3)N=P(OC3C=CC(N)=CC=3)(OC3C=CC(N)=CC=3)N=2)=CC=1.[NH2:53][C:54]1[CH:105]=[CH:104][C:57]([O:58][P:59]2([O:96][C:97]3[CH:102]=[CH:101][C:100](N)=[CH:99][CH:98]=3)[N:64]=[P:63]([O:72][C:73]3[CH:78]=[CH:77][C:76]([NH2:79])=[CH:75][CH:74]=3)([O:65][C:66]3[CH:71]=[CH:70][CH:69]=[CH:68][CH:67]=3)[N:62]=[P:61]([O:88][C:89]3[CH:94]=[CH:93][C:92]([NH2:95])=[CH:91][CH:90]=3)([O:80][C:81]3[CH:86]=[CH:85][C:84](N)=[CH:83][CH:82]=3)[N:60]=2)=[CH:56][CH:55]=1>>[NH2:53][C:54]1[CH:105]=[CH:104][C:57]([O:58][P:59]2([O:96][C:97]3[CH:102]=[CH:101][CH:100]=[CH:99][CH:98]=3)[N:64]=[P:63]([O:72][C:73]3[CH:74]=[CH:75][C:76]([NH2:79])=[CH:77][CH:78]=3)([O:65][C:66]3[CH:71]=[CH:70][CH:69]=[CH:68][CH:67]=3)[N:62]=[P:61]([O:88][C:89]3[CH:94]=[CH:93][C:92]([NH2:95])=[CH:91][CH:90]=3)([O:80][C:81]3[CH:86]=[CH:85][CH:84]=[CH:83][CH:82]=3)[N:60]=2)=[CH:56][CH:55]=1. Procedure details: Similarly proceeding as is described in Subpart (a) of this preparation using sufficient PtO2 and hydrogen and using the substituted triphosphazene of Preparation C, Subpart (b); Subpart (c) and Subpart (d), there is obtained the corresponding bis(4-aminophenoxy)tetrakisphenoxycyclotriphosphazene; tetrakis(4-aminophenoxy)bisphenoxycyclotriphosphazene; and pentakis(4-aminophenoxy)phenoxycyclotriphosphazene, respectively.